From a dataset of the Open Reaction Database (ORD), a public repository of structured organic reaction records. describe an organic reaction: reactants, conditions, products, and yield Starting materials: ClC(C(=O)Cl)C ((±)-2-chloropropionyl chloride), ice, O[C@@H]1COC[C@@H]1OC(=O)C ((±)-(3R,4S)-3-hydroxy-4-methylcarbonyloxytetrahydrofuran), N1=CC=CC=C1 (pyridine), ClCCl (dichloromethane). Solvent: O (water). Run at temperature 23 celsius, time 4 hour. Yields the product C(C)(=O)O[C@@H]1[C@@H](COC1)OC(C(C)Cl)=O ((±)-(3R,4S)-4-Acetoxy-3-(2-chloropropionyloxy)tetrahydrofuran). Reaction SMILES: [Cl:1][CH:2]([CH3:6])[C:3](Cl)=[O:4].[OH:7][C@H:8]1[C@@H:12]([O:13][C:14]([CH3:16])=[O:15])[CH2:11][O:10][CH2:9]1.N1C=CC=CC=1.ClCCl>O>[C:14]([O:13][C@H:12]1[CH2:11][O:10][CH2:9][C@H:8]1[O:7][C:3](=[O:4])[CH:2]([Cl:1])[CH3:6])(=[O:15])[CH3:16]. Procedure details: 12.4 g of (±)-2-chloropropionyl chloride were added dropwise at 0°-5° C. to an ice-cooled mixture of 15.0 g of (±)-(3R,4S)-3-hydroxy-4-methylcarbonyloxytetrahydrofuran, 8.1 g of anhydrous pyridine and 200 ml of anhydrous dichloromethane. After addition was complete, the reaction mixture was stirred at 23° C. for a further 4 hours, after which it was poured onto 400 ml of water. The organic phase was then separated off, washed twice with 50 ml of water each time, dried over sodium sulfate and fin... The reactants are BrC1=CC=C(C=C1)C=1N(C=CN1)C(=O)OC(C)(C)C (1,1-Dimethylethyl 2-(4-bromophenyl)-1H-imidazole-1-carboxylate), [OH-].[Na+] (sodium hydroxide), CC(C)(C)OC(=O)N1CCOC2=C(C1)C=C(C=C2)B(O)O ((4-{[(1,1-dimethylethyl)oxy]carbonyl}-2,3,4,5-tetrahydro-1,4-benzoxazepin-7-yl)boronic acid), CCN(C(C)C)C(C)C (DIPEA), 1,1-bis(diphenylphosphino]ferrocenepalladium, C(CC(O)(C(=O)O)CC(=O)O)(=O)O (citric acid). Solvent: O1CCOCC1 (dioxane), O (water), O (water), CO (methanol). Reaction conditions: temperature 80 celsius, time 30 minute. Yields the product N1C(=NC=C1)C1=CC=C(C=C1)C=1C=CC2=C(CN(CCO2)C(=O)OC(C)(C)C)C1 (1,1-dimethylethyl 7-[4-(1H-imidazol-2-yl)phenyl]-2,3-dihydro-1,4-benzoxazepine-4(5H)-carboxylate). Yield: 88.8%. Reaction SMILES: Br[C:2]1[CH:7]=[CH:6][C:5]([C:8]2[N:9](C(OC(C)(C)C)=O)[CH:10]=[CH:11][N:12]=2)=[CH:4][CH:3]=1.[CH3:20][C:21]([O:24][C:25]([N:27]1[CH2:33][C:32]2[CH:34]=[C:35](B(O)O)[CH:36]=[CH:37][C:31]=2[O:30][CH2:29][CH2:28]1)=[O:26])([CH3:23])[CH3:22].CCN(C(C)C)C(C)C.[OH-].[Na+].C(O)(=O)CC(CC(O)=O)(C(O)=O)O>O.CO.O1CCOCC1>[NH:9]1[CH:10]=[CH:11][N:12]=[C:8]1[C:5]1[CH:4]=[CH:3][C:2]([C:35]2[CH:36]=[CH:37][C:31]3[O:30][CH2:29][CH2:28][N:27]([C:25]([O:24][C:21]([CH3:22])([CH3:20])[CH3:23])=[O:26])[CH2:33][C:32]=3[CH:34]=2)=[CH:7][CH:6]=1 |f:3.4|. Procedure: 1,1-Dimethylethyl 2-(4-bromophenyl)-1H-imidazole-1-carboxylate (457 mg, 1.41 mmol) and (4-{[(1,1-dimethylethyl)oxy]carbonyl}-2,3,4,5-tetrahydro-1,4-benzoxazepin-7-yl)boronic acid (example 1, step 2) (456 mg, 1.55 mmol) were taken into dioxane (5 mL) and water (1 mL) followed by addition of DIPEA (1.1 mL, 6.2 mmol) and dichloro[1,1-bis(diphenylphosphino]ferrocenepalladium (II) dichloromethane adduct (58 mg) then the mixture was heated at 80° C. over 12 h. The mixture was cooled then partitioned w... The reactants are BrC1=CC=CC(=N1)C(CC1=CC2=CN(N=C2C(=C1)C)COCC[Si](C)(C)C)N1C(C2=CC=CC=C2C1=O)=O ((±)-2-(1-(6-bromopyridin-2-yl)-2-(7-methyl-2-((2-(trimethylsilyl)ethoxy)methyl)-2H-indazol-5-yl)ethyl)isoindoline-1,3-dione), NN (hydrazine). Solvent: CO (methanol). The product is BrC1=CC=CC(=N1)C(CC1=CC2=CN(N=C2C(=C1)C)COCC[Si](C)(C)C)N ((±)-1-(6-Bromopyridin-2-yl)-2-(7-methyl-2-((2-(trimethylsilyl)ethoxy)methyl)-2H-indazol-5-yl)ethanamine). RXN SMILES: [Br:1][C:2]1[N:7]=[C:6]([CH:8]([N:28]2C(=O)C3C(=CC=CC=3)C2=O)[CH2:9][C:10]2[CH:18]=[C:17]([CH3:19])[C:16]3[C:12](=[CH:13][N:14]([CH2:20][O:21][CH2:22][CH2:23][Si:24]([CH3:27])([CH3:26])[CH3:25])[N:15]=3)[CH:11]=2)[CH:5]=[CH:4][CH:3]=1.NN>CO>[Br:1][C:2]1[N:7]=[C:6]([CH:8]([NH2:28])[CH2:9][C:10]2[CH:18]=[C:17]([CH3:19])[C:16]3[C:12](=[CH:13][N:14]([CH2:20][O:21][CH2:22][CH2:23][Si:24]([CH3:25])([CH3:27])[CH3:26])[N:15]=3)[CH:11]=2)[CH:5]=[CH:4][CH:3]=1. Reported procedure: A solution of (±)-2-(1-(6-bromopyridin-2-yl)-2-(7-methyl-2-((2-(trimethylsilyl)ethoxy)methyl)-2H-indazol-5-yl)ethyl)isoindoline-1,3-dione (1 mmol) in methanol (10 mL) was treated with hydrazine (0.16 mL, 5 mmol) at room temperature for 30 min and at 70° C. for 5 h. The mixture was concentrated in vacuo and the residue was partitioned between 1N sodium hydroxide and ethyl acetate. The organic layer was washed with water, brine, dried and concentrated. The pale yellow oil (100%) was pure enough to... Reactants: CCO, CC1Cc2c(N)c(Cl)cc(C(=O)NCCC34CCCN3CCC4)c2O1. The product is CC1Cc2c(N)ccc(C(=O)NCCC34CCCN3CCC4)c2O1. Reaction SMILES: [CH3:26][CH2:27][OH:28].[NH2:1][c:2]1[c:3]([Cl:25])[cH:4][c:5]([C:12](=[O:13])[NH:14][CH2:15][CH2:16][C:17]23[CH2:18][CH2:19][CH2:20][N:21]2[CH2:22][CH2:23][CH2:24]3)[c:6]2[c:10]1[CH2:9][CH:8]([CH3:11])[O:7]2>>[NH2:1][c:2]1[cH:3][cH:4][c:5]([C:12](=[O:13])[NH:14][CH2:15][CH2:16][C:17]23[CH2:18][CH2:19][CH2:20][N:21]2[CH2:22][CH2:23][CH2:24]3)[c:6]2[c:10]1[CH2:9][CH:8]([CH3:11])[O:7]2. Reactants: N(N)C1=CC(N(C(N1C)=O)C)=O (6-hydrazino-1,3-dimethyluracil), halogen, 6-chloro-1,3-dialkyuracil, ( 20 ), O.NN (hydrazine hydrate), CC1=CC=C(C=C1)N2C(=C(C3=C2C(=C(C=C3)O)C(C)C)[N+](=O)[O-])/C=C/N(C)C (Id-1). Product: N(N)C1=CC(N(C(N1C)=O)C)=O (6-hydrazino-1,3-dimethyluracil), C(C)(=O)OC(C)=O (acetic anhydride), N1N=CC=C1 (pyrazole). As a reaction SMILES: CC1C=CC([N:8]2C3C(C(C)C)=[C:14]([OH:17])[CH:15]=CC=3C([N+]([O-])=O)=[C:9]2/[CH:24]=[CH:25]/[N:26](C)C)=CC=1.[NH:29]([C:31]1[N:36]([CH3:37])[C:35](=[O:38])[N:34]([CH3:39])[C:33](=[O:40])[CH:32]=1)[NH2:30].[OH2:41].NN>>[NH:29]([C:31]1[N:36]([CH3:37])[C:35](=[O:38])[N:34]([CH3:39])[C:33](=[O:40])[CH:32]=1)[NH2:30].[C:33]([O:40][C:14](=[O:17])[CH3:15])(=[O:41])[CH3:32].[NH:26]1[CH:25]=[CH:24][CH:9]=[N:8]1 |f:2.3|. Procedure details: An approach for the synthesis of compounds of the general formula (Id-1) where R1, R2, U and V are as defined herein above is depicted in Scheme 8. The synthesis starts from known 6-hydrazino-1,3-dimethyluracil (30) which is readily prepared by the displacement of halogen of 6-chloro-1,3-dialkyuracil of the formula (20) with hydrazine hydrate according to the known procedure. The cyclisation of compound of the formula (30) with acetic anhydride gave pyrazole of the formula (31). The deacetylatio... The reactants are NC1=C(C=CC=C1)N (1,2-diaminobenzene), OC1=CC=C(C=C1)C(=O)C(=O)C1=CC=C(C=C1)O (4,4'-dihydroxybenzil). The solvent is C(C)O (ethanol). Product: OC1=CC=C(C=C1)C1=NC2=CC=CC=C2N=C1C1=CC=C(C=C1)O (2,3-bis(4-hydroxyphenyl)quinoxaline). Isolated yield 97.7%. Reaction SMILES: [NH2:1][C:2]1[CH:7]=[CH:6][CH:5]=[CH:4][C:3]=1[NH2:8].[OH:9][C:10]1[CH:15]=[CH:14][C:13]([C:16]([C:18]([C:20]2[CH:25]=[CH:24][C:23]([OH:26])=[CH:22][CH:21]=2)=O)=O)=[CH:12][CH:11]=1>C(O)C>[OH:9][C:10]1[CH:11]=[CH:12][C:13]([C:16]2[C:18]([C:20]3[CH:21]=[CH:22][C:23]([OH:26])=[CH:24][CH:25]=3)=[N:8][C:3]3[C:2](=[CH:7][CH:6]=[CH:5][CH:4]=3)[N:1]=2)=[CH:14][CH:15]=1. Procedure details: Into a 250 ml round bottom flask equipped with a magnetic stirrer and reflux condenser was placed 1,2-diaminobenzene (2.3275 g, 0.0215 mol), 4,4'-dihydroxybenzil (5.2135 g, 0.0215 mol) and absolute ethanol (30 ml). The solution was stirred for one-half hour at room temperature, and a yellow precipitate formed. The mixture was heated to reflux overnight. The solvent was removed by vacuum distillation and the solid dried at 100° C. for two hours to give 6.6 g (97%) of yellow powder. The material w... The reactants are ClC1=C(C(N(C(=C1)C)C1=C(C=CC=C1)Cl)=O)C#N (4-chloro-1-(2-chlorophenyl)-6-methyl-2-oxo-1,2-dihydropyridine-3-carbonitrile), BrN1C(CCC1=O)=O (N-bromosuccinimide), N(=NC(C#N)(C)C)C(C#N)(C)C (2,2′-azobis(isobutyronitrile)). The solvent is C(Cl)(Cl)(Cl)Cl (carbon tetrachloride), ClCCl (dichloromethane). Product: BrCC1=CC(=C(C(N1C1=C(C=CC=C1)Cl)=O)C#N)Cl (6-(bromomethyl)-4-chloro-1-(2-chlorophenyl)-2-oxo-1,2-dihydropyridine-3-carbonitrile). Yield: 61.9%. Reaction SMILES: [Cl:1][C:2]1[CH:7]=[C:6]([CH3:8])[N:5]([C:9]2[CH:14]=[CH:13][CH:12]=[CH:11][C:10]=2[Cl:15])[C:4](=[O:16])[C:3]=1[C:17]#[N:18].[Br:19]N1C(=O)CCC1=O.N(C(C)(C)C#N)=NC(C)(C)C#N>C(Cl)(Cl)(Cl)Cl.ClCCl>[Br:19][CH2:8][C:6]1[N:5]([C:9]2[CH:14]=[CH:13][CH:12]=[CH:11][C:10]=2[Cl:15])[C:4](=[O:16])[C:3]([C:17]#[N:18])=[C:2]([Cl:1])[CH:7]=1. Procedure details: To a solution of 4-chloro-1-(2-chlorophenyl)-6-methyl-2-oxo-1,2-dihydropyridine-3-carbonitrile obtained in Step E (1.55 g) in carbon tetrachloride (69.4 mL) were added N-bromosuccinimide (1.19 g) and 2,2′-azobis(isobutyronitrile) (0.0910 g) at room temperature. The reaction mixture was refluxed for 3 hr, and cooled to room temperature. The reaction mixture was diluted with dichloromethane, and the mixture was washed with saturated brine, and dried over anhydrous magnesium sulfate, and the solven... Starting materials: C([O-])([O-])=O.[K+].[K+] (Potassium carbonate), C1(=CC=CC=C1)B(O)O (phenylboronic acid), BrC1=C(C=CC(=C1)F)C (2-bromo-4-fluorotoluene), 1200s, 1200s, C(C)(=O)OCC (Ethyl acetate). The reagents and catalysts are C=1C=CC(=CC1)[P](C=2C=CC=CC2)(C=3C=CC=CC3)[Pd]([P](C=4C=CC=CC4)(C=5C=CC=CC5)C=6C=CC=CC6)([P](C=7C=CC=CC7)(C=8C=CC=CC8)C=9C=CC=CC9)[P](C=1C=CC=CC1)(C=1C=CC=CC1)C=1C=CC=CC1 (tetrakis(triphenylphosphine)palladium(0)). The solvent is COCCOC (DME), CCCCCCC (heptane). The product is FC=1C=C(C(=CC1)C)C1=CC=CC=C1 (3-fluoro-6-methylbiphenyl). Isolated yield 85.5%. Reaction SMILES: C(=O)([O-])[O-].[K+].[K+].[C:7]1(B(O)O)[CH:12]=[CH:11][CH:10]=[CH:9][CH:8]=1.Br[C:17]1[CH:22]=[C:21]([F:23])[CH:20]=[CH:19][C:18]=1[CH3:24].C(OCC)(=O)C>COCCOC.C1C=CC([P]([Pd]([P](C2C=CC=CC=2)(C2C=CC=CC=2)C2C=CC=CC=2)([P](C2C=CC=CC=2)(C2C=CC=CC=2)C2C=CC=CC=2)[P](C2C=CC=CC=2)(C2C=CC=CC=2)C2C=CC=CC=2)(C2C=CC=CC=2)C2C=CC=CC=2)=CC=1.CCCCCCC>[F:23][C:21]1[CH:22]=[C:17]([C:7]2[CH:12]=[CH:11][CH:10]=[CH:9][CH:8]=2)[C:18]([CH3:24])=[CH:19][CH:20]=1 |f:0.1.2,^1:40,42,61,80|. Procedure: Potassium carbonate (659 mg, 4.27 mmol), phenylboronic acid (388 mg, 3.18 mmol), 2-bromo-4-fluorotoluene (0.20 mL, 1.59 mmol), and tetrakis(triphenylphosphine)palladium(0) (92 mg, 5mol %), in DME (3 mL) were sealed in a microwave vessel and heated at 80° C. for 1200s, then 120° C. for 1200s. Ethyl acetate (5 mL) was added and the reaction was filtered and concentrated in vacuo. The crude material was then purified by flash column chromatography on silica gel. Elution with 10:90 ethyl acetate:hep... The reactants are Cl.CN(CCC1OC2=C(C1)C(=C(C(=C2C)C)OCC2=CC=CC=C2)C)C (2-(RS)-(2-dimethylaminoethyl)-2,3-dihydro-5-benzyloxy-4,6,7-trimethylbenzofurane hydrochloride), [K+].[Br-] (KBr). The product is Cl.CN(CCC1OC2=C(C1)C(=C(C(=C2C)C)O)C)C (2-(RS)-(2-dimethylaminoethyl)-2,3-dihydro-5-hydroxy-4,6,7-trimethylbenzofurane hydrochloride). As a reaction SMILES: [ClH:1].[CH3:2][N:3]([CH3:26])[CH2:4][CH2:5][CH:6]1[CH2:10][C:9]2[C:11]([CH3:25])=[C:12]([O:17]CC3C=CC=CC=3)[C:13]([CH3:16])=[C:14]([CH3:15])[C:8]=2[O:7]1.[K+].[Br-]>>[ClH:1].[CH3:26][N:3]([CH3:2])[CH2:4][CH2:5][CH:6]1[CH2:10][C:9]2[C:11]([CH3:25])=[C:12]([OH:17])[C:13]([CH3:16])=[C:14]([CH3:15])[C:8]=2[O:7]1 |f:0.1,2.3,4.5|. Procedure: The de-benzylation of the 2-(RS)-(2-dimethylaminoethyl)-2,3-dihydro-5-benzyloxy-4,6,7-trimethylbenzofurane hydrochloride is done by carrying out the procedure given in example 15. A white solid is obtained m.p. 171°-173° C.; IR (KBr): 3406 (νOH), 2651, 2438 cm-1 (νNH+); 1H-NMR (CD3OD); δ3.5-2.7 (8H,m), 2.5-2.2 (2H,m), 2.1 (6H,s), 2.0 (3H,s), 1.4 (6H,t).